Dataset: the Open Reaction Database (ORD), a public repository of structured organic reaction records. Task: describe an organic reaction: reactants, conditions, products, and yield The reactants are COC=1C=CC2=C(OC(=CO2)C(=O)N)C1 (7-Methoxy-1,4-benzodioxin-2-carboxamide), P(=O)(Cl)(Cl)Cl (phosphorus oxychloride), C(O)([O-])=O.[Na+] (sodium hydrogen carbonate). Solvent: N1=CC=CC=C1 (pyridine). Product: COC=1C=CC2=C(OC(=CO2)C#N)C1 (7-Methoxy-1,4-benzodioxin-2-carbonitrile). As a reaction SMILES: [CH3:1][O:2][C:3]1[CH:4]=[CH:5][C:6]2[O:11][CH:10]=[C:9]([C:12]([NH2:14])=O)[O:8][C:7]=2[CH:15]=1.P(Cl)(Cl)(Cl)=O.C(=O)([O-])O.[Na+]>N1C=CC=CC=1>[CH3:1][O:2][C:3]1[CH:4]=[CH:5][C:6]2[O:11][CH:10]=[C:9]([C:12]#[N:14])[O:8][C:7]=2[CH:15]=1 |f:2.3|. Procedure: 1.76 g (8.52 mmol) of the amide obtained in Step A and 4.62 g (30 mmol) of phosphorus oxychloride are dissolved in 40 ml of anhydrous pyridine. The reaction medium is then heated at reflux for 1 hour under an inert atmosphere; the solvent is then evaporated in vacuo. The residue obtained is slowly hydrolysed with a saturated solution of sodium hydrogen carbonate; the aqueous phase is then extracted with dichloromethane. The organic phase, dried over magnesium sulphate and then filtered, is conce... The reactants are OCCN(C(=O)C1=NC(=NC(=C1OCC1=CC=CC=C1)O)CC1=C(C=CC=C1)C1=CCCCC1)C(C)C (5-Benzyloxy-2-(2-cyclohex-1-enyl-benzyl)-6-hydroxypyrimidine-4-carboxylic acid (2-hydroxyethyl)-isopropylamide), C(C1=CC=CC=C1)OC1=C2N(C(=NC1=O)CC1=C(C(=CC=C1)Cl)Cl)CCN(C2=O)C(C)C (9-benzyloxy-6-(2,3-dichlorobenzyl)-2-isopropyl-3,4-dihydro-2H-pyrazino[1,2-c]pyrimidine-1,8-dione). The product is C(C1=CC=CC=C1)OC1=C2N(C(=NC1=O)CC1=C(C=CC=C1)C1=CCCCC1)CCN(C2=O)C(C)C (9-Benzyloxy-6-(2-cyclohex-1-enyl-benzyl)-2-isopropyl-3,4-dihydro-2H-pyrazino[1,2-c]pyrimidine-1,8-dione). Isolated yield 44.2%. As a reaction SMILES: O[CH2:2][CH2:3][N:4]([CH:35]([CH3:37])[CH3:36])[C:5]([C:7]1[C:12]([O:13][CH2:14][C:15]2[CH:20]=[CH:19][CH:18]=[CH:17][CH:16]=2)=[C:11]([OH:21])[N:10]=[C:9]([CH2:22][C:23]2[CH:28]=[CH:27][CH:26]=[CH:25][C:24]=2[C:29]2[CH2:34][CH2:33][CH2:32][CH2:31][CH:30]=2)[N:8]=1)=[O:6].C(OC1C(=O)N=C(CC2C=CC=C(Cl)C=2Cl)N2CCN(C(C)C)C(=O)C=12)C1C=CC=CC=1>>[CH2:14]([O:13][C:12]1[C:11](=[O:21])[N:10]=[C:9]([CH2:22][C:23]2[CH:28]=[CH:27][CH:26]=[CH:25][C:24]=2[C:29]2[CH2:34][CH2:33][CH2:32][CH2:31][CH:30]=2)[N:8]2[CH2:2][CH2:3][N:4]([CH:35]([CH3:37])[CH3:36])[C:5](=[O:6])[C:7]=12)[C:15]1[CH:20]=[CH:19][CH:18]=[CH:17][CH:16]=1. Reported procedure: 9-Benzyloxy-6-(2-cyclohex-1-enyl-benzyl)-2-isopropyl-3,4-dihydro-2H-pyrazino[1,2-c]pyrimidine-1,8-dione (156) (42.5 mg, 44.15%) as an off-white solid was synthesized from 5-benzyloxy-2-(2-cyclohex-1-enyl-benzyl)-6-hydroxypyrimidine-4-carboxylic acid (2-hydroxyethyl)-isopropylamide (155) (100 mg, 0.199 mmol) following the procedure as described for 9-benzyloxy-6-(2,3-dichlorobenzyl)-2-isopropyl-3,4-dihydro-2H-pyrazino[1,2-c]pyrimidine-1,8-dione (134). Reactants: [H-].[Na+] (sodium hydride), [H][H] (hydrogen), CO (methanol), FC1=CC=C(C=O)C=C1 (4-fluorobenzaldehyde), CC(C(=O)OC)CC(=O)OC (dimethyl methylsuccinate), Cl (HCl). The solvent is O (Water). Conditions: time 1.5 hour. Product: COC(C(C(C(=O)O)C)=CC1=CC=C(C=C1)F)=O (2-(4-fluoro-benzylidene)-3-methyl-succinic acid 1-methyl ester). RXN SMILES: [H-].[Na+].CO.[F:5][C:6]1[CH:13]=[CH:12][C:9]([CH:10]=O)=[CH:8][CH:7]=1.[CH3:14][CH:15]([CH2:20][C:21]([O:23][CH3:24])=[O:22])[C:16]([O:18]C)=[O:17].[H][H].Cl>O>[CH3:24][O:23][C:21](=[O:22])[C:20](=[CH:10][C:9]1[CH:12]=[CH:13][C:6]([F:5])=[CH:7][CH:8]=1)[CH:15]([CH3:14])[C:16]([OH:18])=[O:17] |f:0.1|. Procedure details: A 2 L three-neck flask fitted with a drop-wise addition funnel and a mechanical stirrer was charged with 18.63 g (0.466 mol) of sodium hydride (60% suspension in mineral oil) under a stream of argon gas. The sodium hydride was washed twice with 100 mL portions of hexane and once with a 100 mL portion of toluene in order to remove the mineral oil. The reaction flask was then charged with toluene (220 mL) followed by a catalytic amount of methanol (0.5 mL, 12.3 mmol). A mixture of 4-fluorobenzalde... The reactants are N#CC=C1c2ccccc2COc2ccccc21, O. Product: N#CCC1c2ccccc2COc2ccccc21. Reaction SMILES: [C:1](#[N:2])[CH:3]=[C:4]1[c:5]2[c:6]([cH:15][cH:16][cH:17][cH:18]2)[O:7][CH2:8][c:9]2[c:10]1[cH:11][cH:12][cH:13][cH:14]2.[OH2:19]>>[C:1](#[N:2])[CH2:3][CH:4]1[c:5]2[c:6]([cH:15][cH:16][cH:17][cH:18]2)[O:7][CH2:8][c:9]2[c:10]1[cH:11][cH:12][cH:13][cH:14]2.